This data is from the Open Reaction Database (ORD), a public repository of structured organic reaction records. The task is: describe an organic reaction: reactants, conditions, products, and yield The reactants are NC1=NC=NN2C1=C(C(=C2C=O)COC)C2=CC=C(C=C2)NC(=O)NC2=C(C=CC(=C2)C(F)(F)F)F (N-{4-[4-amino-7-formyl-6-(methoxymethyl)pyrrolo[2,1-f][1,2,4]triazin-5-yl]phenyl}-N′-[2-fluoro-5-(trifluoro-methyl)phenyl]urea), C[Li] (methyllithium). Solvent: C1CCOC1 (THF). Run at time 10 minute. Product: NC1=NC=NN2C1=C(C(=C2C(C)O)COC)C2=CC=C(C=C2)NC(=O)NC2=C(C=CC(=C2)C(F)(F)F)F (N-{4-[4-amino-7-(1-hydroxyethyl)-6-(methoxymethyl)pyrrolo[2,1-f][1,2,4]triazin-5-yl]phenyl}-N′-[2-fluoro-5-(trifluoromethyl)phenyl]urea). Yield: 50.1%. RXN SMILES: [NH2:1][C:2]1[C:7]2=[C:8]([C:16]3[CH:21]=[CH:20][C:19]([NH:22][C:23]([NH:25][C:26]4[CH:31]=[C:30]([C:32]([F:35])([F:34])[F:33])[CH:29]=[CH:28][C:27]=4[F:36])=[O:24])=[CH:18][CH:17]=3)[C:9]([CH2:13][O:14][CH3:15])=[C:10]([CH:11]=[O:12])[N:6]2[N:5]=[CH:4][N:3]=1.[CH3:37][Li]>C1COCC1>[NH2:1][C:2]1[C:7]2=[C:8]([C:16]3[CH:21]=[CH:20][C:19]([NH:22][C:23]([NH:25][C:26]4[CH:31]=[C:30]([C:32]([F:33])([F:34])[F:35])[CH:29]=[CH:28][C:27]=4[F:36])=[O:24])=[CH:18][CH:17]=3)[C:9]([CH2:13][O:14][CH3:15])=[C:10]([CH:11]([OH:12])[CH3:37])[N:6]2[N:5]=[CH:4][N:3]=1. Procedure: To a solution of Intermediate AW (N-{4-[4-amino-7-formyl-6-(methoxymethyl)pyrrolo[2,1-f][1,2,4]triazin-5-yl]phenyl}-N′-[2-fluoro-5-(trifluoro-methyl)phenyl]urea (25 mg, 0.05 mmol)) in THF (1 ml) at −78 C under N2 was added methyllithium (0.18 ml, 0.25 mmol) and stirred for 10 min. The reaction was quenched by the addition of H2O and after warming to rt, the reaction mixture was extracted with ethyl acetate. The organic layer was dried (Na2SO4), concentrated and purified via column chromatography...